This data is from the Open Reaction Database (ORD), a public repository of structured organic reaction records. The task is: describe an organic reaction: reactants, conditions, products, and yield The reactants are C(C)(C)OC=1SC=CN1 (2-isopropoxythiazole), BrN1C(CCC1=O)=O (N-bromosuccinimide), C(C)(=O)OCC.CCCCCC (ethyl acetate hexane). The solvent is CN(C)C=O (DMF). Run at time 3 hour. Product: BrC1=CN=C(S1)OCC (5-Bromo-2-ethoxythiazole). The yield is 91.1%. RXN SMILES: [CH:1]([O:4][C:5]1[S:6][CH:7]=[CH:8][N:9]=1)(C)[CH3:2].[Br:10]N1C(=O)CCC1=O.C(OCC)(=O)C.CCCCCC>CN(C=O)C>[Br:10][C:7]1[S:6][C:5]([O:4][CH2:1][CH3:2])=[N:9][CH:8]=1 |f:2.3|. Procedure details: To a solution of 2-isopropoxythiazole (300 mg, 2.32 mmol) in DMF (2 mL) was added N-bromosuccinimide (620 mg, 3.48 mmol). The mixture was stirred at room temperature for 3 hours then subjected to flash column chromatography using 10% ethyl acetate/hexane to give a colorless oil (440 mg, 91% yield). LCMS (Conditions C): Tr 3.27 min.; (M+H): 207.88 (20%), 209.88 (20%), 179.87 (100%), 181.87 (100%). As a reaction SMILES: [CH2:18]1[O:19][CH2:20][CH2:21][CH2:22]1.[CH3:1][O:2][C:3]([C:4](=[O:5])[NH:6][c:7]1[cH:8][cH:9][cH:10][c:11]2[cH:12][cH:13][cH:14][cH:15][c:16]12)=[O:17].[Li+:23].[OH-:24]>>[O:2]=[C:3]([C:4](=[O:5])[NH:6][c:7]1[cH:8][cH:9][cH:10][c:11]2[cH:12][cH:13][cH:14][cH:15][c:16]12)[OH:17]. The reactants are C1CCOC1, COC(=O)C(=O)Nc1cccc2ccccc12, [Li+], [OH-]. The product is O=C(O)C(=O)Nc1cccc2ccccc12. The reactants are C([O-])([O-])=O.[Cs+].[Cs+] (cesium carbonate), BrCC(=O)OCC (ethyl bromoacetate), FC(C1=C(C=CC=C1)O)(F)F (2-trifluoromethylphenol). Solvent: O (water), C(C)(=O)OCC (ethyl acetate), C(C)#N (acetonitrile). Run at time 2 hour. The product is C(C)OC(COC1=C(C=CC=C1)C(F)(F)F)=O (ethyl[2-(trifluoromethyl)phenoxy]acetate). RXN SMILES: [F:1][C:2]([F:11])([F:10])[C:3]1[CH:8]=[CH:7][CH:6]=[CH:5][C:4]=1[OH:9].C(=O)([O-])[O-].[Cs+].[Cs+].Br[CH2:19][C:20]([O:22][CH2:23][CH3:24])=[O:21]>C(#N)C.O.C(OCC)(=O)C>[CH2:23]([O:22][C:20](=[O:21])[CH2:19][O:9][C:4]1[CH:5]=[CH:6][CH:7]=[CH:8][C:3]=1[C:2]([F:10])([F:11])[F:1])[CH3:24] |f:1.2.3|. Procedure details: A mixture of 2-trifluoromethylphenol (1.62 g) in anhydrous acetonitrile was treated with cesium carbonate (3.25 g) and ethyl bromoacetate (1.75 g) and the reaction mixture stirred at room temperature for 2 hours. The reaction mixture was diluted with water and ethyl acetate and the organic layer washed with water and dried with brine and over sodium sulfate. Evaporation of ethyl acetate gave the title compound as a colourless oil. Starting materials: C(C)(C)(C)N=C(N(C)C)N(C)C (2-(tert-butyl)-1,1,3,3-tetramethylguanidine), CC1=NOC(=C1COC1=CC=C(C=C1)S(=O)(=O)NC1=NC(=CC(=N1)C)C)C (4-((3,5-dimethylisoxazol-4-yl)methoxy)-N-(4,6-dimethylpyrimidin-2-yl)benzenesulfonamide), BrCC(C)C (1-bromo-2-methylpropane). Solvent: C(C)#N (acetonitrile). Reaction conditions: time 1 hour. The product is CC1=NOC(=C1COC1=CC=C(C=C1)S(=O)(=O)N(CC(C)C)C1=NC(=CC(=N1)C)C)C (4-((3,5-dimethylisoxazol-4-yl)methoxy)-N-(4,6-dimethylpyrimidin-2-yl)-N-isobutylbenzenesulfonamide). The yield is 10.2%. Reaction SMILES: [CH3:1][C:2]1[C:6]([CH2:7][O:8][C:9]2[CH:14]=[CH:13][C:12]([S:15]([NH:18][C:19]3[N:24]=[C:23]([CH3:25])[CH:22]=[C:21]([CH3:26])[N:20]=3)(=[O:17])=[O:16])=[CH:11][CH:10]=2)=[C:5]([CH3:27])[O:4][N:3]=1.[C:28](N=C(N(C)C)N(C)C)([CH3:31])([CH3:30])[CH3:29].BrCC(C)C>C(#N)C>[CH3:1][C:2]1[C:6]([CH2:7][O:8][C:9]2[CH:14]=[CH:13][C:12]([S:15]([N:18]([C:19]3[N:24]=[C:23]([CH3:25])[CH:22]=[C:21]([CH3:26])[N:20]=3)[CH2:29][CH:28]([CH3:31])[CH3:30])(=[O:16])=[O:17])=[CH:11][CH:10]=2)=[C:5]([CH3:27])[O:4][N:3]=1. Procedure: To a solution of 4-((3,5-dimethylisoxazol-4-yl)methoxy)-N-(4,6-dimethylpyrimidin-2-yl)benzenesulfonamide (100 mg, 0.257 mmol) in acetonitrile (5 mL) stirred at room temperature, was added 2-(tert-butyl)-1,1,3,3-tetramethylguanidine (0.054 mL, 0.257 mmol). The mixture was stirred at room temperature for 1 hour, then 1-bromo-2-methylpropane (0.056 mL, 0.515 mmol) added. The reaction was then heated by microwaves to 150° C., for 25 minutes. After cooling the solvent was removed under a stream of ni... Product: NC1=NC=CC2=CC(=CC=C12)O (1-Amino-6-hydroxy-isoquinoline). RXN SMILES: B(Br)(Br)Br.[NH2:5][C:6]1[C:15]2[C:10](=[CH:11][C:12]([O:16]C)=[CH:13][CH:14]=2)[CH:9]=[CH:8][N:7]=1.N>ClCCl>[NH2:5][C:6]1[C:15]2[C:10](=[CH:11][C:12]([OH:16])=[CH:13][CH:14]=2)[CH:9]=[CH:8][N:7]=1. Run at time 4 day. Procedure details: A solution of boron tribromide (18.2 mL; 370 mmol) in 20 mL of dichloromethane was added dropwise to a stirred solution of 1-amino-6methoxy-isoquinoline (1d, 11.0 g; 63 mmol) in 150 mL of dichloromethane at 10° C. After stirring for 4 d at ambient temperature the reaction mixture was poured into ice and the pH was adjusted to 9 by adding concentrated aqueous ammonia. The precipitated material was collected by filtration and dried in vacuo to give 8.9 g (88%) of the title compound as a white soli... Solvent: ClCCl (dichloromethane), ClCCl (dichloromethane). Reactants: N (ammonia), B(Br)(Br)Br (boron tribromide), NC1=NC=CC2=CC(=CC=C12)OC (1-Amino-6methoxy-isoquinoline). Isolated yield 88.2%. Starting materials: BrC1=CC=2C3=C(C=NC2C=C1)N(C(N3C=3N(N=C(C3)C)C)=O)C (8-bromo-1-(2,5-dimethyl-2H-pyrazol-3-yl)-3-methyl-1,3-dihydro-imidazo[4,5-c]quinolin-2-one), BrC1=CC=2C3=C(C=NC2C=C1)N(C(N3C=3N(N=C(C3)C)C)=O)C (8-bromo-1-(2,5-dimethyl-2H-pyrazol-3-yl)-3-methyl-1,3-dihydro-imidazo[4,5-c]quinolin-2-one), CC1=NC=C(C=C1)B(O)O (2-methylpyridine-5-boronic acid). The product is CN1N=C(C=C1N1C(N(C=2C=NC=3C=CC(=CC3C21)C=2C=NC(=CC2)C)C)=O)C (1-(2,5-Dimethyl-2H-pyrazol-3-yl)-3-methyl-8-(6-methyl-pyridin-3-yl)-1,3-dihydro-imidazo[4,5-c]quinolin-2-one). Reaction SMILES: Br[C:2]1[CH:11]=[CH:10][C:9]2[N:8]=[CH:7][C:6]3[N:12]([CH3:23])[C:13](=[O:22])[N:14]([C:15]4[N:16]([CH3:21])[N:17]=[C:18]([CH3:20])[CH:19]=4)[C:5]=3[C:4]=2[CH:3]=1.[CH3:24][C:25]1[CH:30]=[CH:29][C:28](B(O)O)=[CH:27][N:26]=1>>[CH3:21][N:16]1[C:15]([N:14]2[C:5]3[C:4]4[CH:3]=[C:2]([C:28]5[CH:27]=[N:26][C:25]([CH3:24])=[CH:30][CH:29]=5)[CH:11]=[CH:10][C:9]=4[N:8]=[CH:7][C:6]=3[N:12]([CH3:23])[C:13]2=[O:22])=[CH:19][C:18]([CH3:20])=[N:17]1. Procedure: The title compound was synthesized in a similar manner as described for Example 1.1 using 8-bromo-1-(2,5-dimethyl-2H-pyrazol-3-yl)-3-methyl-1,3-dihydro-imidazo[4,5-c]quinolin-2-one (Intermediate C, 50 mg, 0.135 mmol) and 2-methylpyridine-5-boronic acid (Frontier Scientific, Logan, USA, 28 mg, 0.181 mmol) to give the title compound as a red solid. (HPLC: tR 2.20 min (Method A); M+H=385 MS-ES; 1H-NMR (d6-DMSO, 400 MHz) 9.02 (s, 1H), 8.62-8.52 (m, 1H), 8.17-8.08 (m, 1H), 8.00-7.91 (m, 1H), 7.81-7.7... Starting materials: CN1NC(C=2[C@H]3CC[C@@](C12)(C3(C)C)C)=O ((4S,7R)-1,7,8,8-tetramethyl-1,2,4,5,6,7-hexahydro-4,7-methano-indazol-3-one), CN1NC(C=2[C@H]3CC[C@@](C12)(C3(C)C)C)=O ((4S,7R)-1,7,8,8-tetramethyl-1,2,4,5,6,7-hexahydro-4,7-methano-indazol-3-one), IC1=CC=C(CBr)C=C1 (4-iodo-benzyl bromide). The solvent is CN(C=O)C (N,N-dimethylformamide). Run at temperature 80 celsius, time 3 day. Product: IC1=CC=C(CN2N(C=3[C@]4(CC[C@@H](C3C2=O)C4(C)C)C)C)C=C1 ((4R,7S)-2-(4-iodo-benzyl)-1,7,8,8-tetramethyl-1,2,4,5,6,7-hexahydro-4,7-methano-indazol-3-one). Isolated yield 68.2%. As a reaction SMILES: [CH3:1][N:2]1[C:10]2[C@@:9]3([CH3:14])[C:11]([CH3:13])([CH3:12])[C@H:6]([CH2:7][CH2:8]3)[C:5]=2[C:4](=[O:15])[NH:3]1.[I:16][C:17]1[CH:24]=[CH:23][C:20]([CH2:21]Br)=[CH:19][CH:18]=1>CN(C)C=O>[I:16][C:17]1[CH:24]=[CH:23][C:20]([CH2:21][N:3]2[C:4](=[O:15])[C:5]3[C@H:6]4[C:11]([CH3:12])([CH3:13])[C@:9]([CH3:14])([CH2:8][CH2:7]4)[C:10]=3[N:2]2[CH3:1])=[CH:19][CH:18]=1. Reported procedure: A mixture of (4R,7S)-1,7,8,8-tetramethyl-1,2,4,5,6,7-hexahydro-4,7-methano-indazol-3-one (Intermediate 19; 104 mg, 0.50 mmol) and 4-iodo-benzyl bromide (163.5 mg, 0.55 mmol) in N,N-dimethylformamide (5 mL) was heated at 80° C. over the weekend and then allowed to stand at room temperature for three days. The reaction mixture was evaporated and the residue was purified using a Biotage 40S system, eluting with 0-1% methanol/chloroform, followed by drying under high vacuum to give (4R,7S)-2-(4-iodo... Reactants: CC(=O)OC(C)=O, CN(N)C(=O)OC(C)(C)C, ClCCl, c1ccncc1. Yields the product CC(=O)NN(C)C(=O)OC(C)(C)C. RXN SMILES: [C:11]([CH3:12])(=[O:13])[O:14][C:15](=[O:16])[CH3:17].[C:1]([CH3:2])([CH3:3])([CH3:4])[O:5][C:6](=[O:7])[N:8]([NH2:9])[CH3:10].[CH2:24]([Cl:25])[Cl:26].[cH:18]1[cH:19][cH:20][n:21][cH:22][cH:23]1>>[C:1]([CH3:2])([CH3:3])([CH3:4])[O:5][C:6](=[O:7])[N:8]([NH:9][C:11]([CH3:12])=[O:13])[CH3:10].